This data is from the Open Reaction Database (ORD), a public repository of structured organic reaction records. The task is: describe an organic reaction: reactants, conditions, products, and yield Product: ClC=1C(=NC=CN1)CNC(=O)[C@@H]1CC[C@H](CC1)C(=O)OC (trans-Methyl 4-({[(3-chloropyrazin-2-yl)methyl]amino}carbonyl)cyclohexanecarboxylate). The reactants are COC(=O)C1CCC(CC1)C(=O)O (4-(methoxycarbonyl)cyclohexanecarboxylic acid), C1=CN(C=N1)C(=O)N2C=CN=C2 (CDI), Cl.Cl.ClC=1C(=NC=CN1)CN ((3-chloropyrazin-2-yl)methylamine bis-hydrochloride salt), CCN(C(C)C)C(C)C (DIPEA). The solvent is C1CCOC1 (THF). Procedure: A THF (370 mL) solution of 4-(methoxycarbonyl)cyclohexanecarboxylic acid (15.14 g, 81.30 mmol) and CDI (13.18 g, 81.30 mmol) was placed under a nitrogen atmosphere and stirred at 60° C. for 4 h. The reaction mixture was cooled to r.t., then, (3-chloropyrazin-2-yl)methylamine bis-hydrochloride salt (16.00 g, 73.91 mmol) and DIPEA (31.52 g, 244.00 mmol, 42.5 mL) was added. After stirring at 60° C. for 20 h, the reaction was concentrated in vacuo. The crude reaction mixture was purified by a silica... As a reaction SMILES: [CH3:1][O:2][C:3]([CH:5]1[CH2:10][CH2:9][CH:8]([C:11]([OH:13])=O)[CH2:7][CH2:6]1)=[O:4].C1N=CN(C(N2C=NC=C2)=O)C=1.Cl.Cl.[Cl:28][C:29]1[C:30]([CH2:35][NH2:36])=[N:31][CH:32]=[CH:33][N:34]=1.CCN(C(C)C)C(C)C>C1COCC1>[Cl:28][C:29]1[C:30]([CH2:35][NH:36][C:11]([C@H:8]2[CH2:7][CH2:6][C@H:5]([C:3]([O:2][CH3:1])=[O:4])[CH2:10][CH2:9]2)=[O:13])=[N:31][CH:32]=[CH:33][N:34]=1 |f:2.3.4|. Run at temperature 60 celsius, time 4 hour. Starting materials: solution, C[O-].[Na+] (sodium methoxide), CO (methanol), NC1=C2N=C(C(=NC2=CC(=C1C)Cl)Cl)Cl (5-amino-2,3,7-trichloro-6-methylquinoxaline), NC1=C2N=C(C(=NC2=CC(=C1Cl)C)Cl)Cl (5-amino-2,3,6-trichloro-7-methylquinoxaline). Solvent: O1CCCC1 (tetrahydrofuran), C(C)(=O)OCC (ethyl acetate). Run at time 4 hour. Product: NC1=C2N=C(C(=NC2=CC(=C1Cl)C)OC)OC (5-amino-6-chloro-2,3-dimethoxy-7-methylquinoxaline). Reaction SMILES: [CH3:1][O-:2].[Na+].[CH3:4][OH:5].NC1C(C)=C(Cl)C=C2C=1N=C(Cl)C(Cl)=N2.[NH2:21][C:22]1[C:31]([Cl:32])=[C:30]([CH3:33])[CH:29]=[C:28]2[C:23]=1[N:24]=[C:25](Cl)[C:26](Cl)=[N:27]2>O1CCCC1.C(OCC)(=O)C>[NH2:21][C:22]1[C:31]([Cl:32])=[C:30]([CH3:33])[CH:29]=[C:28]2[C:23]=1[N:24]=[C:25]([O:5][CH3:4])[C:26]([O:2][CH3:1])=[N:27]2 |f:0.1|. Procedure details: A 25% solution of sodium methoxide in methanol (433 μl, 1.89 mmol) was added dropwise to a solution of 5-amino-2,3,7-trichloro-6-methylquinoxaline and 5-amino-2,3,6-trichloro-7-methylquinoxaline (200 mg, 0.788 mmol) in dry tetrahydrofuran (7.9 ml) at 0° C. under nitrogen. The mixture was stirred for 31/4 hours and then diluted with ethyl acetate (30 ml) and washed with water (2×10 ml) and brine (10 ml) and then dried (MgSO4) filtered and concentrated under reduced pressure. The solid residue was... Reactants: O1COC2=C1C=CC(=C2)C=CC2=NN(C1=CC(=CC=C21)N(C2=CC(=CC=C2)[N+](=O)[O-])C)COCC[Si](C)(C)C ({3-(2-Benzo[1,3]dioxol-5-yl-vinyl)-1-[2-(trimethyl-silanyl)-ethoxymethyl]-1H-indazol-6-yl}-methyl-(3-nitro-phenyl)-amine), O1COC2=C1C=CC(=C2)C=CC2=NNC1=CC(=CC=C21)N(C2=CC(=CC=C2)[N+](=O)[O-])C ([3-(2-Benzo[1,3]dioxol-5-yl-vinyl)-1H-indazol-6-yl]-methyl-(3-nitro-phenyl)-amine). Procedure: {3-(2-Benzo[1,3]dioxol-5-yl-vinyl)-1-[2-(trimethyl-silanyl)-ethoxymethyl]-1H-indazol-6-yl}-methyl-(3-nitro-phenyl)-amine was converted to [3-(2-Benzo[1,3]dioxol-5-yl-vinyl)-1H-indazol-6-yl]-methyl-(3-nitro-phenyl)-amine as described in Example 11. LCMS (ESI) [M+H]/z Calc'd 415. found 415. Anal. Calc'd: C, 66.66; H, 4.38; N, 13.52. Found: C, 66.56; H. 4.48; N, 13.35. RXN SMILES: [O:1]1[C:5]2[CH:6]=[CH:7][C:8]([CH:10]=[CH:11][C:12]3[C:20]4[C:15](=[CH:16][C:17]([N:21]([CH3:31])[C:22]5[CH:27]=[CH:26][CH:25]=[C:24]([N+:28]([O-])=O)[CH:23]=5)=[CH:18][CH:19]=4)[N:14](COCC[Si](C)(C)C)[N:13]=3)=[CH:9][C:4]=2[O:3][CH2:2]1.O1C2C=CC(C=CC3C4C(=CC(N(C)C5C=CC=C([N+]([O-])=O)C=5)=CC=4)NN=3)=CC=2OC1>>[O:1]1[C:5]2[CH:6]=[CH:7][C:8]([CH:10]=[CH:11][C:12]3[C:20]4[C:15](=[CH:16][C:17]([N:21]([CH3:31])[C:22]5[CH:27]=[CH:26][CH:25]=[C:24]([NH2:28])[CH:23]=5)=[CH:18][CH:19]=4)[NH:14][N:13]=3)=[CH:9][C:4]=2[O:3][CH2:2]1. The product is O1COC2=C1C=CC(=C2)C=CC2=NNC1=CC(=CC=C21)N(C2=CC(=CC=C2)N)C (N-[3-(2-Benzo[1,3] dioxol-5-yl-vinyl)-1H-indazol-6-yl]-N-methyl-benzene-1,3-diamine). Starting materials: CC(C(C(=O)O)NC(=O)OC1COCC1)(C)C (3,3-dimethyl-2-(tetrahydro-furan-3-yloxycarbonylamino)-butyric acid), NC(C(=O)O)C1CC1 (amino-cyclopropyl-acetic acid), O1CC(CC1)OC(OC1=CC=C(C=C1)[N+](=O)[O-])=O (carbonic acid 4-nitro-phenyl ester tetrahydro-furan-3-yl ester). Product: C1(CC1)C(C(=O)O)NC(=O)OC1COCC1 (cyclopropyl-[(tetrahydro-furan-3-yloxycarbonylamino)]-acetic acid). Reaction SMILES: C[C:2]([CH3:17])([CH3:16])[CH:3]([NH:7][C:8]([O:10][CH:11]1[CH2:15][CH2:14][O:13][CH2:12]1)=[O:9])[C:4]([OH:6])=[O:5].NC(C1CC1)C(O)=O.O1CCC(OC(=O)OC2C=CC([N+]([O-])=O)=CC=2)C1>>[CH:2]1([CH:3]([NH:7][C:8]([O:10][CH:11]2[CH2:15][CH2:14][O:13][CH2:12]2)=[O:9])[C:4]([OH:6])=[O:5])[CH2:16][CH2:17]1. Procedure details: Cyclopropyl-[(tetrahydro-furan-3-yloxycarbonylamino)]-acetic acid was prepared according to the method presented in the synthesis of the intermediate 3,3-dimethyl-2-(tetrahydro-furan-3-yloxycarbonylamino)-butyric acid in Example 62. Treatment of amino-cyclopropyl-acetic acid with carbonic acid 4-nitro-phenyl ester tetrahydro-furan-3-yl ester occurred under the same conditions, adjusted for scale, to provide the desired cyclopropyl-[(tetrahydro-furan-3-yloxycarbonylamino)]-acetic acid. The reactants are C(C1=CC=CC=C1)SC(F)F (difluoromethyl benzyl thioether), ClCl (chlorine), carboxylate, C(C)(C)(C)OC(=O)C=C1SC(S1)C(=O)OC (Methyl 2-(t-butoxycarbonylmethylene)-1,3-dithietane-4-carboxylate), FC(SCl)F (difluoromethylsulphenyl chloride). Run in ClCCl (dichloromethane), N1=CC=CC=C1 (pyridine). Product: C(C)(C)(C)OC(=O)C(SC(F)F)=C1SC(S1)C(=O)OC (methyl 2-(1-t-butoxycarbonyl-1-difluoromethylthiomethylene)-1,3-dithietane-4-carboxylate). RXN SMILES: [C:1]([O:5][C:6]([CH:8]=[C:9]1[S:12][CH:11]([C:13]([O:15][CH3:16])=[O:14])[S:10]1)=[O:7])([CH3:4])([CH3:3])[CH3:2].[F:17][CH:18]([F:21])[S:19]Cl.C(SC(F)F)C1C=CC=CC=1.ClCl>ClCCl.N1C=CC=CC=1>[C:1]([O:5][C:6]([C:8](=[C:9]1[S:12][CH:11]([C:13]([O:15][CH3:16])=[O:14])[S:10]1)[S:19][CH:18]([F:21])[F:17])=[O:7])([CH3:3])([CH3:4])[CH3:2]. Procedure: Methyl 2-(t-butoxycarbonylmethylene)-1,3-dithietane-4-carboxylate (1.05 g) is reacted with difluoromethylsulphenyl chloride, which was synthesized from difluoromethyl benzyl thioether (1.74 g) and chlorine, in dichloromethane (5 ml) at room temperature in the presence of pyridine (0.65 ml) until no starting carboxylate is detected in the reaction mixture. The mixture is then washed with a 5% sodium thiosulfate solution and 10% HCl, dried, and concentrated in vacuo to give methyl 2-(1-t-butoxycar... The reactants are C(C)(SCC1=CC=C(C=C1)O[Si](C)(C)C(C)(C)C)=O (ethanethioic acid, S-[4-(tert-butyldimethylsilyloxy)benzyl] ester), [H-].[Al+3].[Li+].[H-].[H-].[H-] (lithium aluminium hydride). The solvent is C1CCOC1 (THF). Conditions: temperature 0 celsius, time 3 hour. The product is [Si](C)(C)(C(C)(C)C)OC1=CC=C(C=C1)CS (4-(tert-Butyldimethylsilyloxy)-benzenemethanethiol). Yield: 83.5%. As a reaction SMILES: C(=O)([S:3][CH2:4][C:5]1[CH:10]=[CH:9][C:8]([O:11][Si:12]([C:15]([CH3:18])([CH3:17])[CH3:16])([CH3:14])[CH3:13])=[CH:7][CH:6]=1)C.[H-].[Al+3].[Li+].[H-].[H-].[H-]>C1COCC1>[Si:12]([O:11][C:8]1[CH:7]=[CH:6][C:5]([CH2:4][SH:3])=[CH:10][CH:9]=1)([C:15]([CH3:18])([CH3:17])[CH3:16])([CH3:14])[CH3:13] |f:1.2.3.4.5.6|. Reported procedure: to a stirred solution of ethanethioic acid, S-[4-(tert-butyldimethylsilyloxy)benzyl] ester (30.7 g, 104 mmol) in dry THF (300 mL) at 0° C. under an argon atmosphere was added lithium aluminium hydride (5.9 g, 156 mmol). The reaction was stirred for 3 h at 0° C. The mixture was quenched by careful addition of EtOAc then water. The pH was brought to 5 with an aqueous solution of 10% HCl and the resulting slurry was filtered. The filtrate was extracted with EtOAc (2×100 mL) and the combined organic... Reaction conditions: time 90 minute. Procedure: 7-Amino-3-(3-chloro-4-hydroxyphenyl)-9H-carbazole-1-carboxamide (700 mg, 1.094 mmol, Example 406A) and sodium cyanoborohydride (400 mg, 6.37 mmol) were dissolved in methanol (20 mL)+THF (20.00 ml). Trimethyl orthoformate (10 ml, 90 mmol) and acetic acid (100 μl, 1.747 mmol) were added, followed by 28 ml of the crude reaction mixture from Example 406B (contained ˜4 mmol of 2,2′-oxydiacetaldehyde in CH2Cl2). The reaction mixture was stirred at room temperature for 90 minutes, then filtered through... Product: ClC=1C=C(C=CC1O)C=1C=C(C=2NC3=CC(=CC=C3C2C1)N1CCOCC1)C(=O)N (3-(3-chloro-4-hydroxyphenyl)-7-morpholino-9H-carbazole-1-carboxamide). Run in CO (methanol). The reactants are NC1=CC=C2C=3C=C(C=C(C3NC2=C1)C(=O)N)C1=CC(=C(C=C1)O)Cl (7-Amino-3-(3-chloro-4-hydroxyphenyl)-9H-carbazole-1-carboxamide), C(#N)[BH3-].[Na+] (sodium cyanoborohydride), C1CCOC1 (THF), mixture, C(OC)(OC)OC (Trimethyl orthoformate), C(C)(=O)O (acetic acid). As a reaction SMILES: [NH2:1][C:2]1[CH:14]=[C:13]2[C:5]([C:6]3[CH:7]=[C:8]([C:18]4[CH:23]=[CH:22][C:21]([OH:24])=[C:20]([Cl:25])[CH:19]=4)[CH:9]=[C:10]([C:15]([NH2:17])=[O:16])[C:11]=3[NH:12]2)=[CH:4][CH:3]=1.C([BH3-])#N.[Na+].C(OC)(OC)OC.C(O)(=O)C.[CH2:41]1[CH2:45][O:44][CH2:43][CH2:42]1>CO>[Cl:25][C:20]1[CH:19]=[C:18]([C:8]2[CH:9]=[C:10]([C:15]([NH2:17])=[O:16])[C:11]3[NH:12][C:13]4[C:5]([C:6]=3[CH:7]=2)=[CH:4][CH:3]=[C:2]([N:1]2[CH2:41][CH2:45][O:44][CH2:43][CH2:42]2)[CH:14]=4)[CH:23]=[CH:22][C:21]=1[OH:24] |f:1.2|.